This data is from the Open Reaction Database (ORD), a public repository of structured organic reaction records. The task is: describe an organic reaction: reactants, conditions, products, and yield Starting materials: CC(C)(C)C(=O)Oc2ccc1OCOc1c2 (substrate), CC[Si](CC)(CC)B1OC(C)(C)C(C)(C)O1 (effective_coupling_partner). Reagents/catalysts: PCy3. Run at temperature 50 celsius, time 8.5 hour. The product is CC[Si](CC)(CC)c2ccc1OCOc1c2.